From a dataset of the Open Reaction Database (ORD), a public repository of structured organic reaction records. describe an organic reaction: reactants, conditions, products, and yield Starting materials: ethoxyiminium, C(\C=C/C(=O)O)(=O)O (maleic acid), maleate salt, CNCC1=CC=CC=C1 (methylbenzylamine). Solvent: C(C)(=O)OCC (ethyl acetate), C(C)O (ethanol). Reaction conditions: time 24 hour. Yields the product CN(C(CC)=NCC1=CC=CC=C1)CC1=CC=CC=C1 (N-Methyl-N,N'-bis(phenylmethyl)propanimidamide). Reaction SMILES: [CH3:1][NH:2][CH2:3][C:4]1[CH:9]=[CH:8][CH:7]=[CH:6][CH:5]=1.[C:10](O)(=O)/[CH:11]=[CH:12]\[C:13](O)=O>C(O)C.C(OCC)(=O)C>[CH3:1][N:2]([CH2:3][C:4]1[CH:9]=[CH:8][CH:7]=[CH:6][CH:5]=1)[C:3](=[N:2][CH2:10][C:11]1[CH:8]=[CH:7][CH:6]=[CH:13][CH:12]=1)[CH2:4][CH3:5]. Reported procedure: The oily ethoxyiminium salt was combined with 7.6 mL (59 mmol) of methylbenzylamine in 70 mL of ethanol and stirred at room temperature 24 hours. It was then heated for 2 hours at 90°, cooled to 0°, and the solid amidine was filtered off. The solid was dissolved in ethyl acetate and 1 equivalent of maleic acid in ethyl acetate was added to yield 5.1 g of product as the maleate salt, mp 116-118. Starting materials: BrC=1C=C(C=O)C=C(C1OCCCCCCCC)Br (3,5-Dibromo-4-(octyloxy)benzaldehyde), OC=1C=C(C=O)C=CC1 (3-hydroxybenzaldehyde). The product is CC=1C=C(C=O)C=CC1OCCCCCCCC (3-Methyl-4-(octyloxy)benzaldehyde). RXN SMILES: Br[C:2]1[CH:3]=[C:4]([CH:7]=[C:8](Br)[C:9]=1[O:10][CH2:11][CH2:12][CH2:13][CH2:14][CH2:15][CH2:16][CH2:17][CH3:18])[CH:5]=[O:6].O[C:21]1C=C(C=CC=1)C=O>>[CH3:21][C:2]1[CH:3]=[C:4]([CH:7]=[CH:8][C:9]=1[O:10][CH2:11][CH2:12][CH2:13][CH2:14][CH2:15][CH2:16][CH2:17][CH3:18])[CH:5]=[O:6]. Reported procedure: The title compound was prepared using a procedure analogous to Aldehyde 3 substituting 3-methyl-4-hydroxybenzaldehyde for 3-hydroxybenzaldehyde. Reactants: CCCCCCCCCCCCCCOc1cccc(CC(=O)Cl)c1, Nc1cccc(CO)c1, C1CCOC1, c1ccncc1. Product: CCCCCCCCCCCCCCOc1cccc(CC(=O)Nc2cccc(CO)c2)c1. As a reaction SMILES: [CH2:1]([CH2:2][CH2:3][CH2:4][CH2:5][CH2:6][CH2:7][CH2:8][CH2:9][CH2:10][CH2:11][CH2:12][CH2:13][CH3:14])[O:15][c:16]1[cH:17][c:18]([CH2:22][C:23](=[O:24])[Cl:25])[cH:19][cH:20][cH:21]1.[NH2:26][c:27]1[cH:28][c:29]([CH2:30][OH:31])[cH:32][cH:33][cH:34]1.[O:41]1[CH2:42][CH2:43][CH2:44][CH2:45]1.[cH:35]1[cH:36][cH:37][n:38][cH:39][cH:40]1>>[CH2:1]([CH2:2][CH2:3][CH2:4][CH2:5][CH2:6][CH2:7][CH2:8][CH2:9][CH2:10][CH2:11][CH2:12][CH2:13][CH3:14])[O:15][c:16]1[cH:17][c:18]([CH2:22][C:23](=[O:24])[NH:26][c:27]2[cH:28][c:29]([CH2:30][OH:31])[cH:32][cH:33][cH:34]2)[cH:19][cH:20][cH:21]1.